This data is from the Open Reaction Database (ORD), a public repository of structured organic reaction records. The task is: describe an organic reaction: reactants, conditions, products, and yield Starting materials: Cl, C1CCOC1, FC(F)(F)c1ccc(OCCc2cn(C(c3ccccc3)(c3ccccc3)c3ccccc3)cn2)cc1. The product is FC(F)(F)c1ccc(OCCc2c[nH]cn2)cc1. RXN SMILES: [ClH:43].[O:38]1[CH2:39][CH2:40][CH2:41][CH2:42]1.[c:1]1([C:2]([c:3]2[cH:4][cH:5][cH:6][cH:7][cH:26]2)([n:8]2[cH:9][n:10][c:11]([CH2:13][CH2:14][O:15][c:16]3[cH:17][cH:18][c:19]([C:22]([F:23])([F:24])[F:25])[cH:20][cH:21]3)[cH:12]2)[c:27]2[cH:28][cH:29][cH:30][cH:31][cH:32]2)[cH:33][cH:34][cH:35][cH:36][cH:37]1>>[nH:8]1[cH:9][n:10][c:11]([CH2:13][CH2:14][O:15][c:16]2[cH:17][cH:18][c:19]([C:22]([F:23])([F:24])[F:25])[cH:20][cH:21]2)[cH:12]1. Yield: 74.4%. Run at time 15 minute. Starting materials: O (water), [H-].[Na+] (Sodium hydride), OC1=CC=C(CN2C=C(C(=C2)C2=CC=CC=C2)CCC(=O)OCC)C=C1 (ethyl 3-[1-(4-hydroxybenzyl)-4-phenyl-3-pyrrolyl]propionate), ClCC=1N=C(SC1)C=1SC=CC1 (4-Chloromethyl-2-(2-thienyl)thiazole). Procedure: Sodium hydride (60%, oily, 60.0 mg) was added to a solution of ethyl 3-[1-(4-hydroxybenzyl)-4-phenyl-3-pyrrolyl]propionate (524 mg) in N,N-dimethylformamide (10 ml) at 0° C., and the mixture was stirred at room temperature for 15 minutes. 4-Chloromethyl-2-(2-thienyl)thiazole (324 mg) was added to the mixture, which was stirred at room temperature for 30 minutes. The reaction mixture was poured into water, which was extracted with ethyl acetate. The ethyl acetate layer was washed with saturated a... As a reaction SMILES: [H-].[Na+].[OH:3][C:4]1[CH:28]=[CH:27][C:7]([CH2:8][N:9]2[CH:13]=[C:12]([C:14]3[CH:19]=[CH:18][CH:17]=[CH:16][CH:15]=3)[C:11]([CH2:20][CH2:21][C:22]([O:24][CH2:25][CH3:26])=[O:23])=[CH:10]2)=[CH:6][CH:5]=1.Cl[CH2:30][C:31]1[N:32]=[C:33]([C:36]2[S:37][CH:38]=[CH:39][CH:40]=2)[S:34][CH:35]=1.O>CN(C)C=O>[C:14]1([C:12]2[C:11]([CH2:20][CH2:21][C:22]([O:24][CH2:25][CH3:26])=[O:23])=[CH:10][N:9]([CH2:8][C:7]3[CH:27]=[CH:28][C:4]([O:3][CH2:30][C:31]4[N:32]=[C:33]([C:36]5[S:37][CH:38]=[CH:39][CH:40]=5)[S:34][CH:35]=4)=[CH:5][CH:6]=3)[CH:13]=2)[CH:19]=[CH:18][CH:17]=[CH:16][CH:15]=1 |f:0.1|. Product: C1(=CC=CC=C1)C=1C(=CN(C1)CC1=CC=C(C=C1)OCC=1N=C(SC1)C=1SC=CC1)CCC(=O)OCC (ethyl 3-[4-phenyl-1-[4-[2-(2-thienyl)-4-thiazolylmethoxy]benzyl]-3-pyrrolyl]propionate). Run in CN(C=O)C (N,N-dimethylformamide). Starting materials: FC1=C(C(=O)N=C=O)C(=CC=C1)F (2,6-difluorobenzoylisocyanate), FC1=C(N)C=C(C(=C1)OCC(F)(F)F)Cl (2-fluoro-4-(2,2,2-trifluoroethoxy)-5-chloroaniline). Solvent: C1(=CC=CC=C1)C (toluene), C1(=CC=CC=C1)C (toluene). Reaction conditions: time 10 hour. Yields the product FC1=C(C(=O)NC(=O)NC2=C(C=C(C(=C2)Cl)OCC(F)(F)F)F)C(=CC=C1)F (N-(2,6-Difluorobenzoyl)-N'-[2-fluoro-4-(2,2,2-trifluoroethoxy)-5-chlorophenyl]urea). Reaction SMILES: [F:1][C:2]1[CH:12]=[CH:11][CH:10]=[C:9]([F:13])[C:3]=1[C:4]([N:6]=[C:7]=[O:8])=[O:5].[F:14][C:15]1[CH:21]=[C:20]([O:22][CH2:23][C:24]([F:27])([F:26])[F:25])[C:19]([Cl:28])=[CH:18][C:16]=1[NH2:17]>C1(C)C=CC=CC=1>[F:1][C:2]1[CH:12]=[CH:11][CH:10]=[C:9]([F:13])[C:3]=1[C:4]([NH:6][C:7]([NH:17][C:16]1[CH:18]=[C:19]([Cl:28])[C:20]([O:22][CH2:23][C:24]([F:27])([F:25])[F:26])=[CH:21][C:15]=1[F:14])=[O:8])=[O:5]. Reported procedure: A solution of 3.0 g of 2,6-difluorobenzoylisocyanate in 10 ml of dry toluene is added at room temperature to a solution of 4 g of 2-fluoro-4-(2,2,2-trifluoroethoxy)-5-chloroaniline in 50 ml of dry toluene, and the batch is stirred for 10 hours. Subsequently, about 75% of the solvent is removed by rotary evaporation. The resultant precipitate is isolated by suction filtration, washed with a small amount of cold toluene and hexane and dried in vacuo, affording the title compound of the formula ##S... Starting materials: BrCc1ccccc1, O=C([O-])[O-], Cc1cccc(CC(F)(F)F)c1O, [K+], [K+], CN(C)C=O. Product: Cc1cccc(CC(F)(F)F)c1OCc1ccccc1. Reaction SMILES: [Br:7][CH2:8][c:9]1[cH:10][cH:11][cH:12][cH:13][cH:14]1.[C:1](=[O:2])([O-:3])[O-:4].[CH3:15][c:16]1[c:17]([OH:27])[c:18]([CH2:22][C:23]([F:24])([F:25])[F:26])[cH:19][cH:20][cH:21]1.[K+:5].[K+:6].[O:28]=[CH:29][N:30]([CH3:31])[CH3:32]>>[CH2:8]([c:9]1[cH:10][cH:11][cH:12][cH:13][cH:14]1)[O:27][c:17]1[c:16]([CH3:15])[cH:21][cH:20][cH:19][c:18]1[CH2:22][C:23]([F:24])([F:25])[F:26]. Procedure: A solution of diphenylmethyl (6R,7R,2'R and S)-7-(2'-hydroxyphenylacetamido)-3-methylceph-3-em-4-carboxylate (529mg, 1.03mmole) in trifluoroacetic acid (1.3ml) was stirred at +20 to +25° for 10mins, and then evaporated. The residual oil was dissolved in ethyl acetate (50ml) and washed with 3%-sodium bicarbonate solution (3×15ml). The combined aqueous layers were washed with ethyl acetate (3×15ml), then covered with ethyl acetate (50ml) and adjusted to pH2.5. The ethyl acetate layer was combined ... Reactants: OC1=C(C=CC=C1)CC(=O)NC1[C@@H]2N(C(=C(CS2)C)C(=O)[O-])C1=O (7-(2'-hydroxyphenylacetamido)-3-methylceph-3-em-4-carboxylate). The solvent is FC(C(=O)O)(F)F (trifluoroacetic acid). Yields the product OC1=C(C=CC=C1)CC(=O)NC1[C@@H]2N(C(=C(CS2)C)C(=O)O)C1=O (7-(2'-Hydroxyphenylacetamido)-3-methylceph-3-em-4-carboxylic Acid). As a reaction SMILES: [OH:1][C:2]1[CH:7]=[CH:6][CH:5]=[CH:4][C:3]=1[CH2:8][C:9]([NH:11][CH:12]1[C:23](=[O:24])[N:14]2[C:15]([C:20]([O-:22])=[O:21])=[C:16]([CH3:19])[CH2:17][S:18][C@H:13]12)=[O:10]>FC(F)(F)C(O)=O>[OH:1][C:2]1[CH:7]=[CH:6][CH:5]=[CH:4][C:3]=1[CH2:8][C:9]([NH:11][CH:12]1[C:23](=[O:24])[N:14]2[C:15]([C:20]([OH:22])=[O:21])=[C:16]([CH3:19])[CH2:17][S:18][C@H:13]12)=[O:10]. Starting materials: O=C(NCC1CC2CC2N1)c1cccc2c1OCCO2, O=C(O)c1ccccc1-c1ccccc1F. The product is O=C(NCC1CC2CC2N1C(=O)c1ccccc1-c1ccccc1F)c1cccc2c1OCCO2. As a reaction SMILES: [CH:1]12[NH:2][CH:3]([CH2:7][NH:8][C:9](=[O:10])[c:11]3[cH:12][cH:13][cH:14][c:15]4[c:20]3[O:19][CH2:18][CH2:17][O:16]4)[CH2:4][CH:5]1[CH2:6]2.[F:21][c:22]1[c:23](-[c:28]2[c:29]([C:34](=[O:35])[OH:36])[cH:30][cH:31][cH:32][cH:33]2)[cH:24][cH:25][cH:26][cH:27]1>>[CH:1]12[N:2]([C:34]([c:29]3[c:28](-[c:23]4[c:22]([F:21])[cH:27][cH:26][cH:25][cH:24]4)[cH:33][cH:32][cH:31][cH:30]3)=[O:35])[CH:3]([CH2:7][NH:8][C:9](=[O:10])[c:11]3[cH:12][cH:13][cH:14][c:15]4[c:20]3[O:19][CH2:18][CH2:17][O:16]4)[CH2:4][CH:5]1[CH2:6]2.